Dataset: the Open Reaction Database (ORD), a public repository of structured organic reaction records. Task: describe an organic reaction: reactants, conditions, products, and yield The reagents and catalysts are O.O.O.[Os](Cl)(Cl)Cl (osmium trichloride trihydrate). Solvent: C(C)(=O)OCC (ethyl acetate), O (water). As a reaction SMILES: [NH:1]1[CH2:4][CH2:3][C:2]1=[O:5].[C:6]([O-:9])(=[O:8])[CH3:7].[Na+].C(O)(=O)C.C(OO)(=O)C>C(OCC)(=O)C.O.O.O.[Os](Cl)(Cl)Cl.O>[C:6]([O:9][CH:4]1[NH:1][C:2](=[O:5])[CH2:3]1)(=[O:8])[CH3:7] |f:1.2,6.7.8.9|. The product is C(C)(=O)OC1CC(N1)=O (4-acetoxyazetidin-2-one). Procedure: To a mixture of 200 mg (2.8 mmole) of azetidin-2-one, 230 mg (2.8 mmole) of anhydrous sodium acetate, 2 ml of acetic acid, and 17 mg (2 mole % based on the amount of azetidin-2-one) of osmium trichloride trihydrate was added dropwise, with stirring, 1.56 g (6.2 mmole) of a 30% peracetic acid solution in ethyl acetate at room temperature over a period of 2 hours or more. The reaction mixture was poured into 50 ml of water and extracted with n-hexane. The extract was separated and purified by sili... The yield is 78.6%. Starting materials: N1C(CC1)=O (azetidin-2-one), C(C)(=O)[O-].[Na+] (sodium acetate), C(C)(=O)O (acetic acid), C(C)(=O)OO (peracetic acid), N1C(CC1)=O (azetidin-2-one). Reactants: BrC=1C=NC=2N(C1)C=CN2 (6-bromoimidazo[1,2-a]pyrimidine), CN(C)C(OC)OC (DMF-DMA). Reagents/catalysts: Cl[Pd]Cl (PdCl2), C=1C=CC(=CC1)P(C=2C=CC=CC2)C3=CC=C4C=CC=CC4=C3C5=C6C=CC=CC6=CC=C5P(C=7C=CC=CC7)C=8C=CC=CC8 (BINAP). Solvent: CO (MeOH), C(C)N(CC)CC (triethylamine), CN(C)C=O (DMF). Conditions: temperature 130 celsius. Yields the product N=1C=CN2C1N=CC(=C2)C(=O)OC (methyl imidazo[1,2-a]pyrimidine-6-carboxylate). Isolated yield 34.3%. Reaction SMILES: Br[C:2]1[CH:3]=[N:4][C:5]2[N:6]([CH:8]=[CH:9][N:10]=2)[CH:7]=1.CN([CH:14]([O:17]C)[O:15][CH3:16])C>CO.C(N(CC)CC)C.CN(C=O)C.Cl[Pd]Cl.C1C=CC(P(C2C(C3C(P(C4C=CC=CC=4)C4C=CC=CC=4)=CC=C4C=3C=CC=C4)=C3C(C=CC=C3)=CC=2)C2C=CC=CC=2)=CC=1>[N:10]1[CH:9]=[CH:8][N:6]2[CH:7]=[C:2]([C:14]([O:15][CH3:16])=[O:17])[CH:3]=[N:4][C:5]=12. Procedure: A mixture of 6-bromoimidazo[1,2-a]pyrimidine (1.17 g, 6 mmol), BINAP (18 mg, 0.06 mmol), PdCl2 (6 mg) in MeOH (30 mL) and triethylamine (1.8 mL) was heated to 80° C. under CO (50 psi) for 12 hours in DMF (97.5 mL). DMF-DMA (70.6 mL, 495.8 mmol) was added and the mixture heated to 130° C. for 12 hours. The mixture was filtered and concentrated to give methyl imidazo[1,2-a]pyrimidine-6-carboxylate (365 mg, 35%) as a yellow solid which was used in the next step without further purification. To a so... The reactants are CS(C)=O, ClCc1ccccc1, [H-], CCOC(=O)Nc1cc2c(c(N)n1)N=C(c1ccc(O)cc1)C(C)N2, [Na+]. Product: CCOC(=O)Nc1cc2c(c(N)n1)N=C(c1ccc(OCc3ccccc3)cc1)C(C)N2. As a reaction SMILES: [CH3:36][S:37]([CH3:38])=[O:39].[Cl:28][CH2:29][c:30]1[cH:31][cH:32][cH:33][cH:34][cH:35]1.[H-:2].[NH2:3][c:4]1[n:5][c:6]([NH:22][C:23]([O:24][CH2:25][CH3:26])=[O:27])[cH:7][c:8]2[c:9]1[N:10]=[C:11]([c:15]1[cH:16][cH:17][c:18]([OH:21])[cH:19][cH:20]1)[CH:12]([CH3:14])[NH:13]2.[Na+:1]>>[NH2:3][c:4]1[n:5][c:6]([NH:22][C:23]([O:24][CH2:25][CH3:26])=[O:27])[cH:7][c:8]2[c:9]1[N:10]=[C:11]([c:15]1[cH:16][cH:17][c:18]([O:21][CH2:29][c:30]3[cH:31][cH:32][cH:33][cH:34][cH:35]3)[cH:19][cH:20]1)[CH:12]([CH3:14])[NH:13]2.